This data is from the Open Reaction Database (ORD), a public repository of structured organic reaction records. The task is: describe an organic reaction: reactants, conditions, products, and yield Starting materials: COc1cccc(CN)c1, Cl, CN(C)C=O, O=C(O)c1ccc2cnccc2n1. The product is COc1cccc(CNC(=O)c2ccc3cnccc3n2)c1. As a reaction SMILES: [CH3:14][O:15][c:16]1[cH:17][c:18]([CH2:19][NH2:20])[cH:21][cH:22][cH:23]1.[ClH:24].[O:25]=[CH:26][N:27]([CH3:28])[CH3:29].[n:1]1[c:2]([C:11](=[O:12])[OH:13])[cH:3][cH:4][c:5]2[cH:6][n:7][cH:8][cH:9][c:10]12>>[n:1]1[c:2]([C:11](=[O:13])[NH:20][CH2:19][c:18]2[cH:17][c:16]([O:15][CH3:14])[cH:23][cH:22][cH:21]2)[cH:3][cH:4][c:5]2[cH:6][n:7][cH:8][cH:9][c:10]12. Starting materials: CS(=O)(=O)Cl (Methanesulfonyl chloride), C1=CC=CC=2N(C3=C(CCC21)C=CC=C3)CCCCO (4-(10,11-dihydro-5H-dibenzo[b,f]azepin-5-yl)-1-butanol), C(=O)(O)C(O)C(O)C(=O)O.C(C)OC(=O)[C@H]1CNCCC1 ((R)-3-piperidinecarboxylic acid ethyl ester tartrate), C([O-])([O-])=O.[K+].[K+] (potassium carbonate). The solvent is C(C)N(CC)CC (triethylamine), O (Water), C1(=CC=CC=C1)C (toluene), CC(=O)C (acetone). Reaction conditions: time 2 hour. Product: C(C)OC(=O)C1CNCCC1 (3-piperidinecarboxylic acid ethyl ester). RXN SMILES: C1C2CCC3C=CC=CC=3N(CCCCO)C=2C=CC=1.CS(Cl)(=O)=O.C(C(C(C(O)=O)O)O)(O)=O.[CH2:36]([O:38][C:39]([C@@H:41]1[CH2:46][CH2:45][CH2:44][NH:43][CH2:42]1)=[O:40])[CH3:37].C(=O)([O-])[O-].[K+].[K+]>C1(C)C=CC=CC=1.CC(C)=O.O.C(N(CC)CC)C>[CH2:36]([O:38][C:39]([CH:41]1[CH2:46][CH2:45][CH2:44][NH:43][CH2:42]1)=[O:40])[CH3:37] |f:2.3,4.5.6|. Procedure details: The above alcohol (5.4 g, 0.02 mol) was dissolved in toluene (160 ml) and triethylamine (7 ml) was added. Methanesulfonyl chloride (2.5 ml, 0.032 mol) was added dropwise and when addition was complete the reaction mixture was stirred for 2 h. Water was added and the phases were separated. The organic phase was dried (MgSO4) and the solvent evaporated in vacuo affording a residue which was dissolved in acetone (85 ml). To this solution (R)-3-piperidinecarboxylic acid ethyl ester tartrate (9.0 g, ... The reactants are COc1cc(NC(=O)c2cccc(CSc3nc(N)n[nH]3)c2)cc(OC)c1OC, CC(=O)OC(C)=O, CC(=O)O, O=P([O-])([O-])[O-]. Yields the product COc1cc(NC(=O)c2cccc(CSc3nc(NC(C)=O)n[nH]3)c2)cc(OC)c1OC. Reaction SMILES: [CH3:1][O:2][c:3]1[cH:4][c:5]([NH:13][C:14]([c:15]2[cH:16][c:17]([CH2:21][S:22][c:23]3[nH:24][n:25][c:26]([NH2:28])[n:27]3)[cH:18][cH:19][cH:20]2)=[O:29])[cH:6][c:7]([O:11][CH3:12])[c:8]1[O:9][CH3:10].[CH3:30][C:31](=[O:32])[O:33][C:34](=[O:35])[CH3:36].[CH3:42][C:43](=[O:44])[OH:45].[O-:37][P:38](=[O:39])([O-:40])[O-:41]>>[CH3:1][O:2][c:3]1[cH:4][c:5]([NH:13][C:14]([c:15]2[cH:16][c:17]([CH2:21][S:22][c:23]3[nH:24][n:25][c:26]([NH:28][C:31]([CH3:30])=[O:32])[n:27]3)[cH:18][cH:19][cH:20]2)=[O:29])[cH:6][c:7]([O:11][CH3:12])[c:8]1[O:9][CH3:10].